This data is from the Open Reaction Database (ORD), a public repository of structured organic reaction records. The task is: describe an organic reaction: reactants, conditions, products, and yield The reactants are NC1=CC=C2C=CC=NC2=C1 (7-aminoquinoline), BrC1=C(C=C(C(=O)O)C=C1)OC (4-bromo-3-methoxybenzoic acid). Product: BrC1=C(C=C(C(=O)NC2=CC=C3C=CC=NC3=C2)C=C1)OC (4-Bromo-3-methoxy-N-quinolin-7-yl-benzamide). Reaction SMILES: [NH2:1][C:2]1[CH:11]=[C:10]2[C:5]([CH:6]=[CH:7][CH:8]=[N:9]2)=[CH:4][CH:3]=1.[Br:12][C:13]1[CH:21]=[CH:20][C:16]([C:17](O)=[O:18])=[CH:15][C:14]=1[O:22][CH3:23]>>[Br:12][C:13]1[CH:21]=[CH:20][C:16]([C:17]([NH:1][C:2]2[CH:11]=[C:10]3[C:5]([CH:6]=[CH:7][CH:8]=[N:9]3)=[CH:4][CH:3]=2)=[O:18])=[CH:15][C:14]=1[O:22][CH3:23]. Procedure: Using the procedure outlined in Example 56, the title compound was prepared from 7-aminoquinoline (D55) (36 mg, 0.25 mmol) and 4-bromo-3-methoxybenzoic acid (69 mg, 0.3 mmol) as a white solid (84 mg). MS(ES): MH+ 357/359, M-H+ 355/357. Reactants: ( 7 ), ClC1=CC=C(C=C1)C1(CCC(CC1)=O)N(C)C (4-(p-chlorophenyl)-4-dimethylaminocyclohexanone), [BH4-].[Na+] (sodium borohydride), N1CCOCC1 (morpholine), C1(=CC=C(C=C1)S(=O)(=O)O)C (para-toluenesulfonic acid), ( 17 ). The solvent is C1=CC=CC=C1 (benzene), O1CCCC1 (tetrahydrofuran), C(C)O (ethanol), O1CCCC1 (tetrahydrofuran), O (water), C(C)OCC (diethyl ether), C(C)O (ethanol). Product: ClC1=CC=C(C=C1)C1(CCC(CC1)N1CCOCC1)N(C)C (1-(p-chlorophenyl)-1-dimethylamino-4-morpholinocyclohexane). The yield is 30.0%. As a reaction SMILES: [Cl:1][C:2]1[CH:7]=[CH:6][C:5]([C:8]2([N:15]([CH3:17])[CH3:16])[CH2:13][CH2:12][C:11](=O)[CH2:10][CH2:9]2)=[CH:4][CH:3]=1.[NH:18]1[CH2:23][CH2:22][O:21][CH2:20][CH2:19]1.C1(C)C=CC(S(O)(=O)=O)=CC=1.[BH4-].[Na+]>O.C(OCC)C.C(O)C.O1CCCC1.C1C=CC=CC=1>[Cl:1][C:2]1[CH:7]=[CH:6][C:5]([C:8]2([N:15]([CH3:17])[CH3:16])[CH2:13][CH2:12][CH:11]([N:18]3[CH2:23][CH2:22][O:21][CH2:20][CH2:19]3)[CH2:10][CH2:9]2)=[CH:4][CH:3]=1 |f:3.4|. Procedure details: A reaction mixture consisting of 2.63 gm. (0.01 mole) 4-(p-chlorophenyl)-4-dimethylaminocyclohexanone (prepared as in Preparation I, Part i, above), 0.87 ml. morpholine, 0.05 gm. para-toluenesulfonic acid, and 40 ml. benzene is heated at the reflux temperature for seven (7) hours in a reaction vessel fitted with a Dean and Stark trap. The benzene is then removed by evaporation under reduced pressure. The residue thus obtained is dissolved in 10 ml. tetrahydrofuran, to which solution is added 0.7... The reactants are [Cl-], [Cl-], [Cl-], [Cl-], ClCCl, Clc1ccc(Cl)s1, COC(Cl)Cl, [Ti+4]. The product is O=Cc1cc(Cl)sc1Cl. Reaction SMILES: [Cl-:16].[Cl-:17].[Cl-:18].[Cl-:19].[Cl:13][CH2:14][Cl:15].[Cl:1][c:2]1[s:3][c:4]([Cl:7])[cH:5][cH:6]1.[Cl:8][CH:9]([O:11][CH3:10])[Cl:12].[Ti+4:20]>>[Cl:1][c:2]1[s:3][c:4]([Cl:7])[cH:5][c:6]1[CH:9]=[O:11].